Dataset: the Open Reaction Database (ORD), a public repository of structured organic reaction records. Task: describe an organic reaction: reactants, conditions, products, and yield Starting materials: CO, COc1ccc(C=Cc2sccc2OC2OC(CO)C(O)C(O)C2O)cc1. Product: COc1ccc(CCc2sccc2OC2OC(CO)C(O)C(O)C2O)cc1. As a reaction SMILES: [CH3:28][OH:29].[OH:1][CH2:2][CH:3]1[O:4][CH:5]([O:12][c:13]2[c:14]([CH:18]=[CH:19][c:20]3[cH:21][cH:22][c:23]([O:26][CH3:27])[cH:24][cH:25]3)[s:15][cH:16][cH:17]2)[CH:6]([OH:11])[CH:7]([OH:10])[CH:8]1[OH:9]>>[OH:1][CH2:2][CH:3]1[O:4][CH:5]([O:12][c:13]2[c:14]([CH2:18][CH2:19][c:20]3[cH:21][cH:22][c:23]([O:26][CH3:27])[cH:24][cH:25]3)[s:15][cH:16][cH:17]2)[CH:6]([OH:11])[CH:7]([OH:10])[CH:8]1[OH:9]. Reactants: [Cr](=O)(=O)([O-])Cl.[NH+]1=CC=CC=C1 (Pyridinium chlorochromate), O1C=NC=C1C1=CC=C(C=C1)CO ([4-(1,3-oxazol-5-yl)phenyl]methanol). Run in ClCCl (dichloromethane), ClCCl (dichloromethane). Reaction conditions: time 8 hour. Product: O1C=NC=C1C1=CC=C(C=O)C=C1 (4-(1,3-Oxazol-5-yl)benzaldehyde). Isolated yield 41.5%. Reaction SMILES: [Cr](Cl)([O-])(=O)=O.[NH+]1C=CC=CC=1.[O:12]1[C:16]([C:17]2[CH:22]=[CH:21][C:20]([CH2:23][OH:24])=[CH:19][CH:18]=2)=[CH:15][N:14]=[CH:13]1>ClCCl>[O:12]1[C:16]([C:17]2[CH:18]=[CH:19][C:20]([CH:23]=[O:24])=[CH:21][CH:22]=2)=[CH:15][N:14]=[CH:13]1 |f:0.1|. Procedure details: Pyridinium chlorochromate (517 mg) and Celite (3 g) were suspended in dichloromethane (20 mL), and a solution of [4-(1,3-oxazol-5-yl)phenyl]methanol (280 mg) in dichloromethane (5 mL) was added to the suspension, followed by stirring at room temperature overnight. The reaction mixture was filtered, and the filtrate was concentrated under reduced pressure. The residue was purified through flash column chromatography (n-hexane:ethyl acetate=2:1), followed by concentration, to thereby yield the tit... Reactants: Br, CO, O=C(Cl)c1cc(C(F)(F)F)cc(Cl)c1F, c1ccncc1, Nc1nnc(-c2ccc(Oc3cccnc3)cc2)o1. The product is O=C(Nc1nnc(-c2ccc(Oc3cccnc3)cc2)o1)c1cc(C(F)(F)F)cc(Cl)c1F. RXN SMILES: [BrH:1].[CH3:42][OH:43].[Cl:21][c:22]1[c:23]([F:35])[c:24]([C:25](=[O:26])[Cl:27])[cH:28][c:29]([C:31]([F:32])([F:33])[F:34])[cH:30]1.[cH:36]1[cH:37][cH:38][n:39][cH:40][cH:41]1.[n:2]1[cH:3][c:4]([O:8][c:9]2[cH:10][cH:11][c:12](-[c:15]3[n:16][n:17][c:18]([NH2:20])[o:19]3)[cH:13][cH:14]2)[cH:5][cH:6][cH:7]1>>[n:2]1[cH:3][c:4]([O:8][c:9]2[cH:10][cH:11][c:12](-[c:15]3[n:16][n:17][c:18]([NH:20][C:25]([c:24]4[c:23]([F:35])[c:22]([Cl:21])[cH:30][c:29]([C:31]([F:32])([F:33])[F:34])[cH:28]4)=[O:26])[o:19]3)[cH:13][cH:14]2)[cH:5][cH:6][cH:7]1.